This data is from the Open Reaction Database (ORD), a public repository of structured organic reaction records. The task is: describe an organic reaction: reactants, conditions, products, and yield The reactants are CO, CC(C)=O, COC(=O)C1=C(C)Nc2nccn2C1c1cccc(C2(C)OCCO2)c1, O, Cc1ccc(S(=O)(=O)O)cc1. Yields the product COC(=O)C1=C(C)Nc2nccn2C1c1cccc(C(C)=O)c1. As a reaction SMILES: [CH3:1][OH:2].[CH3:41][C:42](=[O:43])[CH3:44].[CH3:4][C:5]1([c:10]2[cH:11][c:12]([CH:16]3[C:17]([C:26](=[O:27])[O:28][CH3:29])=[C:18]([CH3:25])[NH:19][c:20]4[n:21]3[cH:22][cH:23][n:24]4)[cH:13][cH:14][cH:15]2)[O:6][CH2:9][CH2:8][O:7]1.[OH2:3].[c:30]1([CH3:31])[cH:32][cH:33][c:34]([S:35]([OH:36])(=[O:37])=[O:38])[cH:39][cH:40]1>>[CH3:4][C:5](=[O:6])[c:10]1[cH:11][c:12]([CH:16]2[C:17]([C:26](=[O:27])[O:28][CH3:29])=[C:18]([CH3:25])[NH:19][c:20]3[n:21]2[cH:22][cH:23][n:24]3)[cH:13][cH:14][cH:15]1. Starting materials: CC(=O)O, CCO, CC(NC(C)(CN)CC1CCc2ccccc2C1)c1ccccc1, [OH-], [OH-], [Pd+2]. The product is CC(N)(CN)CC1CCc2ccccc2C1. As a reaction SMILES: [CH3:25][C:26](=[O:27])[OH:28].[CH3:29][CH2:30][OH:31].[NH2:1][CH2:2][C:3]([CH2:4][CH:5]1[CH2:6][c:7]2[cH:8][cH:9][cH:10][cH:11][c:12]2[CH2:13][CH2:14]1)([CH3:15])[NH:16][CH:17]([c:18]1[cH:19][cH:20][cH:21][cH:22][cH:23]1)[CH3:24].[OH-:32].[OH-:33].[Pd+2:34]>>[NH2:1][CH2:2][C:3]([CH2:4][CH:5]1[CH2:6][c:7]2[cH:8][cH:9][cH:10][cH:11][c:12]2[CH2:13][CH2:14]1)([CH3:15])[NH2:16]. Reactants: C=CCC1C=C(C)CC(C)CC(OC)C2OC(O)(C(=O)C(=O)N3CCCCC3C(=O)OC(C(C)=CC3CCC(OC)C(OC)C3)C(C)C(O)CC1=O)C(C)CC2OC, Cc1ccccc1. Yields the product C=CCC1C=C(C)CC(C)CC(OC)C2OC(O)(C(=O)C(=O)N3CCCCC3C(=O)OC(C(C)=CC3CCC(OC)C(OC)C3)C(C)C=CC1=O)C(C)CC2OC. Reaction SMILES: [CH2:1]([CH:2]=[CH2:3])[CH:4]1[C:5](=[O:58])[CH2:6][CH:7]([OH:57])[CH:8]([CH3:56])[CH:9]([C:43](=[CH:44][CH:45]2[CH2:46][CH:47]([O:53][CH3:54])[CH:48]([O:51][CH3:52])[CH2:49][CH2:50]2)[CH3:55])[O:10][C:11](=[O:42])[CH:12]2[CH2:13][CH2:14][CH2:15][CH2:16][N:17]2[C:18](=[O:41])[C:19](=[O:40])[C:20]2([OH:39])[CH:21]([CH3:38])[CH2:22][CH:23]([O:36][CH3:37])[CH:24]([CH:25]([O:33][CH3:34])[CH2:26][CH:27]([CH3:32])[CH2:28][C:29]([CH3:31])=[CH:30]1)[O:35]2.[CH3:59][c:60]1[cH:61][cH:62][cH:63][cH:64][cH:65]1>>[CH2:1]([CH:2]=[CH2:3])[CH:4]1[C:5](=[O:58])[CH:6]=[CH:7][CH:8]([CH3:56])[CH:9]([C:43](=[CH:44][CH:45]2[CH2:46][CH:47]([O:53][CH3:54])[CH:48]([O:51][CH3:52])[CH2:49][CH2:50]2)[CH3:55])[O:10][C:11](=[O:42])[CH:12]2[CH2:13][CH2:14][CH2:15][CH2:16][N:17]2[C:18](=[O:41])[C:19](=[O:40])[C:20]2([OH:39])[CH:21]([CH3:38])[CH2:22][CH:23]([O:36][CH3:37])[CH:24]([CH:25]([O:33][CH3:34])[CH2:26][CH:27]([CH3:32])[CH2:28][C:29]([CH3:31])=[CH:30]1)[O:35]2. As a reaction SMILES: [C:9]([CH3:10])(=[O:11])[O:12][C:13]([CH:14]=[CH2:15])([CH2:16][CH2:17][CH:18]=[C:19]([CH3:20])[CH3:21])[CH3:22].[CH2:36]1[O:37][CH2:38][CH2:39][CH2:40]1.[CH:1]([N-:2][CH:3]([CH3:4])[CH3:5])([CH3:6])[CH3:7].[Li+:8].[cH:23]1[c:24]([C:33](=[O:34])[Cl:35])[cH:25][cH:26][c:27]2[cH:28][cH:29][cH:30][cH:31][c:32]12>>[C:9]([CH2:10][C:33]([c:24]1[cH:23][c:32]2[c:27]([cH:26][cH:25]1)[cH:28][cH:29][cH:30][cH:31]2)=[O:34])(=[O:11])[O:12][C:13]([CH:14]=[CH2:15])([CH2:16][CH2:17][CH:18]=[C:19]([CH3:20])[CH3:21])[CH3:22]. The product is C=CC(C)(CCC=C(C)C)OC(=O)CC(=O)c1ccc2ccccc2c1. Starting materials: C=CC(C)(CCC=C(C)C)OC(C)=O, C1CCOC1, CC(C)[N-]C(C)C, [Li+], O=C(Cl)c1ccc2ccccc2c1. Reactants: SC1=NC=CC=C1 (2-Mercaptopyridine), CN1N=NN=C1SCCCCBr (1-methyl-5-(4-bromobutyl)thio-1,2,3,4-tetrazole), C([O-])([O-])=O.[K+].[K+] (potassium carbonate). The solvent is CC(=O)C (acetone). Product: CN1N=NN=C1SCCCCSC1=NC=CC=C1 (1-methyl-5-[4-(2-pyridyl)thiobutyl]thio-1,2,3,4-tetrazole). The yield is 75.9%. RXN SMILES: [SH:1][C:2]1[CH:7]=[CH:6][CH:5]=[CH:4][N:3]=1.[CH3:8][N:9]1[C:13]([S:14][CH2:15][CH2:16][CH2:17][CH2:18]Br)=[N:12][N:11]=[N:10]1.C(=O)([O-])[O-].[K+].[K+]>CC(C)=O>[CH3:8][N:9]1[C:13]([S:14][CH2:15][CH2:16][CH2:17][CH2:18][S:1][C:2]2[CH:7]=[CH:6][CH:5]=[CH:4][N:3]=2)=[N:12][N:11]=[N:10]1 |f:2.3.4|. Procedure: 2-Mercaptopyridine (1.3 g) and 1-methyl-5-(4-bromobutyl)thio-1,2,3,4-tetrazole (2 g) are dissolved in acetone (50 ml). To the mixture is added potassium carbonate (1.4 g), and the mixture is refluxed for 2 hours. After acetone is distilled off, water is added to the residue, and the precipitated crystals are separated by filtration and recrystallized from ethanol-water to give 1-methyl-5-[4-(2-pyridyl)thiobutyl]thio-1,2,3,4-tetrazole (1.7 g) as pale yellow prisms, m.p. 49°-51.5° C. Starting materials: [Si](C)(C)(C(C)(C)C)Cl (tert-butyldimethylsilyl chloride), N1=CC=CC=C1 (pyridine), COC1=CC=C(C(C2=CC=C(C=C2)OC)(C2=CC=CC=C2)OC[C@@H]2[C@H]([C@H]([C@@H](O2)C2=CN(C(=O)NC2=O)C)O)O)C=C1 (5′-O-(4,4′-dimethoxitrityl)-1-N-methylpseudouridine). The reagents and catalysts are [N+](=O)([O-])[O-].[Ag+] (AgNO3). Solvent: C1CCOC1 (THF), C1CCOC1 (THF). Run at time 20 minute. The product is COC1=CC=C(C(C2=CC=C(C=C2)OC)(C2=CC=CC=C2)OC[C@@H]2[C@H]([C@H]([C@@H](O2)C2=CN(C(=O)NC2=O)C)O[Si](C)(C)C(C)(C)C)O)C=C1 (5′-O-(4,4′-Dimethoxitrityl)-2′-O-(tert-butyldimethylsilyl)-1-N-methylpseudouridine), COC1=CC=C(C(C2=CC=C(C=C2)OC)(C2=CC=CC=C2)OC[C@@H]2[C@H]([C@H]([C@@H](O2)C2=CN(C(=O)NC2=O)C)O)O[Si](C)(C)C(C)(C)C)C=C1 (5′-O-(4,4′-dimethoxitrityl)-3′-O-(tert-butyldimethylsilyl)-1-methylpseudouridine). Isolated yield 25.0%. As a reaction SMILES: N1C=CC=CC=1.[CH3:7][O:8][C:9]1[CH:47]=[CH:46][C:12]([C:13]([O:28][CH2:29][C@H:30]2[O:34][C@@H:33]([C:35]3[C:41](=[O:42])[NH:40][C:38](=[O:39])[N:37]([CH3:43])[CH:36]=3)[C@H:32]([OH:44])[C@@H:31]2[OH:45])([C:22]2[CH:27]=[CH:26][CH:25]=[CH:24][CH:23]=2)[C:14]2[CH:19]=[CH:18][C:17]([O:20][CH3:21])=[CH:16][CH:15]=2)=[CH:11][CH:10]=1.[Si:48](Cl)([C:51]([CH3:54])([CH3:53])[CH3:52])([CH3:50])[CH3:49]>C1COCC1.[N+]([O-])([O-])=O.[Ag+]>[CH3:7][O:8][C:9]1[CH:47]=[CH:46][C:12]([C:13]([O:28][CH2:29][C@H:30]2[O:34][C@@H:33]([C:35]3[C:41](=[O:42])[NH:40][C:38](=[O:39])[N:37]([CH3:43])[CH:36]=3)[C@H:32]([O:44][Si:48]([C:51]([CH3:54])([CH3:53])[CH3:52])([CH3:50])[CH3:49])[C@@H:31]2[OH:45])([C:22]2[CH:23]=[CH:24][CH:25]=[CH:26][CH:27]=2)[C:14]2[CH:19]=[CH:18][C:17]([O:20][CH3:21])=[CH:16][CH:15]=2)=[CH:11][CH:10]=1.[CH3:7][O:8][C:9]1[CH:47]=[CH:46][C:12]([C:13]([O:28][CH2:29][C@H:30]2[O:34][C@@H:33]([C:35]3[C:41](=[O:42])[NH:40][C:38](=[O:39])[N:37]([CH3:43])[CH:36]=3)[C@H:32]([OH:44])[C@@H:31]2[O:45][Si:48]([C:51]([CH3:54])([CH3:53])[CH3:52])([CH3:50])[CH3:49])([C:22]2[CH:23]=[CH:24][CH:25]=[CH:26][CH:27]=2)[C:14]2[CH:19]=[CH:18][C:17]([O:20][CH3:21])=[CH:16][CH:15]=2)=[CH:11][CH:10]=1 |f:4.5|. Procedure details: Anhydrous pyridine (3.64 mL) was added to a solution of 5′-O-(4,4′-dimethoxitrityl)-1-N-methylpseudouridine (2.67 g, 4.48 mmol) and AgNO3 (934 mg, 5.69 mmol) in dry THF (32 mL) and stirred at room temperature for 20 min under an argon atmosphere. Followed by addition of tert-butyldimethylsilyl chloride (934 mg, 5.87 mmol) in dry THF (3 mL) and stirred at the same temperature for 3-4 h. The solids were filtered off and the filtrate was concentrated to a crude residue which was applied to a column... The reactants are ClC1=CC=C(CCl)C=C1 (p-chlorobenzyl chloride), C1(=CC=CC=C1)C1=CC=C(S1)NC(C1=CC=CC=C1)=O (N-(5-Phenyl-2-thienyl)-benzamide), [H-].[Na+] (sodium hydride), [Na+].[I-] (NaI). Run in CN(C)C=O (DMF), CN(C=O)C (dimethylformamide), CN(C=O)C (dimethylformamide). Run at time 0.5 hour. The product is ClC1=CC=C(CN(C(C2=CC=CC=C2)=O)C=2SC(=CC2)C2=CC=CC=C2)C=C1 (N-p-Chlorobenzyl-N-(5-phenyl-2-thienyl)-benzamide). Yield: 51.2%. As a reaction SMILES: [C:1]1([C:7]2[S:11][C:10]([NH:12][C:13](=[O:20])[C:14]3[CH:19]=[CH:18][CH:17]=[CH:16][CH:15]=3)=[CH:9][CH:8]=2)[CH:6]=[CH:5][CH:4]=[CH:3][CH:2]=1.[H-].[Na+].[Cl:23][C:24]1[CH:31]=[CH:30][C:27]([CH2:28]Cl)=[CH:26][CH:25]=1.[Na+].[I-]>CN(C)C=O>[Cl:23][C:24]1[CH:31]=[CH:30][C:27]([CH2:28][N:12]([C:10]2[S:11][C:7]([C:1]3[CH:2]=[CH:3][CH:4]=[CH:5][CH:6]=3)=[CH:8][CH:9]=2)[C:13](=[O:20])[C:14]2[CH:15]=[CH:16][CH:17]=[CH:18][CH:19]=2)=[CH:26][CH:25]=1 |f:1.2,4.5|. Procedure details: The amide of Example 53 (2.8 g, 0.01 mole) in dimethylformamide (25 ml.) was added to sodium hydride (0.0105 mole) (from 40-50% NaH in oil, 0.74 g) which was stirred in dimethylformamide (25 ml.) and cooled in ice. The mixture was stirred for 0.5 hr. and treated with a solution of p-chlorobenzyl chloride (3.22 g, 0.02 mole) in DMF (15 ml.) and a trace of NaI. The mixture was stirred, initially at ice-bath temperature and them at room temperature overnight and then refluxed for 3 hours to complet...